The task is: describe an organic reaction: reactants, conditions, products, and yield. This data is from the Open Reaction Database (ORD), a public repository of structured organic reaction records. Starting materials: ClCC(=O)N1[C@@H](CN([C@H](C1)C)CC1=CC=C(C=C1)F)C (2-chloro-1-[4-(4-fluoro-benzyl)-(2R,5S)-2,5-dimethyl-piperazin-1-yl]-ethanone), C(C)OC(CC1=C(C=CC(=C1)Cl)O)=O ((5-chloro-2-hydroxy-phenyl)-acetic acid ethyl ester), C([O-])([O-])=O.[K+].[K+] (potassium carbonate), [I-].[K+] (potassium iodide). Run in C(C)(=O)OCC (ethyl acetate), CC(CC)=O (2-butanone). Product: C(C)OC(CC1=C(C=CC(=C1)Cl)OCC(=O)N1C(CN(C(C1)C)CC1=CC=C(C=C1)F)C)=O ((5-Chloro-2-{2-[4-(4-fluoro-benzyl)-2,5-dimethyl-piperazin-1-yl]-2-oxo-ethoxy}-phenyl)-acetic acid ethyl ester). The yield is 97.8%. RXN SMILES: Cl[CH2:2][C:3]([N:5]1[CH2:10][C@H:9]([CH3:11])[N:8]([CH2:12][C:13]2[CH:18]=[CH:17][C:16]([F:19])=[CH:15][CH:14]=2)[CH2:7][C@H:6]1[CH3:20])=[O:4].[CH2:21]([O:23][C:24](=[O:34])[CH2:25][C:26]1[CH:31]=[C:30]([Cl:32])[CH:29]=[CH:28][C:27]=1[OH:33])[CH3:22].C(=O)([O-])[O-].[K+].[K+].[I-].[K+]>CC(=O)CC.C(OCC)(=O)C>[CH2:21]([O:23][C:24](=[O:34])[CH2:25][C:26]1[CH:31]=[C:30]([Cl:32])[CH:29]=[CH:28][C:27]=1[O:33][CH2:2][C:3]([N:5]1[CH2:10][CH:9]([CH3:11])[N:8]([CH2:12][C:13]2[CH:18]=[CH:17][C:16]([F:19])=[CH:15][CH:14]=2)[CH2:7][CH:6]1[CH3:20])=[O:4])[CH3:22] |f:2.3.4,5.6|. Procedure: To a solution of 2-chloro-1-[4-(4-fluoro-benzyl)-(2R,5S)-2,5-dimethyl-piperazin-1-yl]-ethanone (3.3 g, 11.0 mmol) in 2-butanone (100 mL) was added (5-chloro-2-hydroxy-phenyl)-acetic acid ethyl ester (2.3 g, 11.0 mmol), potassium carbonate (3.05 g, 22.1 mmol), and potassium iodide (1.83 g, 11.0 mmol). The reaction was heated at reflux for 48 hrs. The solution was cooled, diluted with ethyl acetate and washed with brine. The organic layer was dried over magnesium sulfate, filtered and concentrated... The reactants are CC1=C(C=CC=C1C)N1CCN(CC1)CCN (4-(2,3-dimethylphenyl)piperazin-1-ylethylamine), C(CC)C1=CC(=NN1C1=CC=CC=C1)C=O (5-propyl-1-phenylpyrazole-3-carbaldehyde). Product: CC1=C(C=CC=C1C)N1CCN(CC1)CCNCC1=NN(C(=C1)CCC)C1=CC=CC=C1 (3-{2-[4-(2,3-dimethylphenyl)piperazin-1-yl]ethyl}aminomethyl-1-phenyl-5-propylpyrazole). The yield is 69.2%. Reaction SMILES: [CH3:1][C:2]1[C:7]([CH3:8])=[CH:6][CH:5]=[CH:4][C:3]=1[N:9]1[CH2:14][CH2:13][N:12]([CH2:15][CH2:16][NH2:17])[CH2:11][CH2:10]1.[CH2:18]([C:21]1[N:25]([C:26]2[CH:31]=[CH:30][CH:29]=[CH:28][CH:27]=2)[N:24]=[C:23]([CH:32]=O)[CH:22]=1)[CH2:19][CH3:20]>>[CH3:1][C:2]1[C:7]([CH3:8])=[CH:6][CH:5]=[CH:4][C:3]=1[N:9]1[CH2:10][CH2:11][N:12]([CH2:15][CH2:16][NH:17][CH2:32][C:23]2[CH:22]=[C:21]([CH2:18][CH2:19][CH3:20])[N:25]([C:26]3[CH:31]=[CH:30][CH:29]=[CH:28][CH:27]=3)[N:24]=2)[CH2:13][CH2:14]1. Reported procedure: Compound 16 was prepared using the same method as that of Example 1 except that 4-(2,3-dimethylphenyl)piperazin-1-ylethylamine and 5-propyl-1-phenylpyrazole-3-carbaldehyde were used. Starting materials: ClC1=NC(=NC(=N1)NCCC)NCCC (6-chloro-N,N′-dipropyl-[1,3,5]triazine-2,4-diamine), Cl.CNO (N-methyl-hydroxylamine hydrochloride). Yields the product C(CC)NC1=NC(=NC(=N1)NCCC)N(O)C (N-(4,6-Bis-propylamino-[1,3,5]triazin-2-yl)-N-methyl-hydroxylamine), Example 13. Isolated yield 90.0%. As a reaction SMILES: Cl[C:2]1[N:7]=[C:6]([NH:8][CH2:9][CH2:10][CH3:11])[N:5]=[C:4]([NH:12][CH2:13][CH2:14][CH3:15])[N:3]=1.Cl.[CH3:17][NH:18][OH:19]>>[CH2:13]([NH:12][C:4]1[N:5]=[C:6]([NH:8][CH2:9][CH2:10][CH3:11])[N:7]=[C:2]([N:18]([CH3:17])[OH:19])[N:3]=1)[CH2:14][CH3:15] |f:1.2|. Procedure details: N-(4,6-Bis-propylamino-[1,3,5]triazin-2-yl)-N-methyl-hydroxylamine (XLVIII) was prepared from 2-chloro-N-(4,6-bis-(n-propylamino)-[1,3,5]triazine (XXXIV) and N-methyl-hydroxylamine hydrochloride as described in Example 13 (90% yield). 400 MHz 1H NMR (DMSO-d6, ppm) 8.93 (1H, s), 6.92-6.43 (2H, m), 3.23-3.07 (7H, m), 1.55-1.38 (4H, m), 0.84 (6H, t, J=7.4 Hz). ESI-MS (m/z) 241 [M+H]+. Reactants: COC(C1=CC(=CC=C1)SC1=C(N(C2=CC(=CC=C12)Br)CC1=CC=CC=C1)C)=O (3-(1-benzyl-6-bromo-2-methyl-1H-indol-3-ylsulfanyl)-benzoic acid methyl ester), N1=CC(=CC=C1)B(O)O (3-pyridineboronic acid). The product is COC(C1=CC(=CC=C1)SC1=C(N(C2=CC(=CC=C12)C=1C=NC=CC1)CC1=CC=CC=C1)C)=O (3-(1-Benzyl-2-methyl-6-pyridin-3-yl-1H-indol-3-ylsulfanyl)-benzoic acid methyl ester). RXN SMILES: [CH3:1][O:2][C:3](=[O:29])[C:4]1[CH:9]=[CH:8][CH:7]=[C:6]([S:10][C:11]2[C:19]3[C:14](=[CH:15][C:16](Br)=[CH:17][CH:18]=3)[N:13]([CH2:21][C:22]3[CH:27]=[CH:26][CH:25]=[CH:24][CH:23]=3)[C:12]=2[CH3:28])[CH:5]=1.[N:30]1[CH:35]=[CH:34][CH:33]=[C:32](B(O)O)[CH:31]=1>>[CH3:1][O:2][C:3](=[O:29])[C:4]1[CH:9]=[CH:8][CH:7]=[C:6]([S:10][C:11]2[C:19]3[C:14](=[CH:15][C:16]([C:32]4[CH:31]=[N:30][CH:35]=[CH:34][CH:33]=4)=[CH:17][CH:18]=3)[N:13]([CH2:21][C:22]3[CH:27]=[CH:26][CH:25]=[CH:24][CH:23]=3)[C:12]=2[CH3:28])[CH:5]=1. Procedure: Prepared according to the procedure described in Example 11, Step 1, using the following starting materials: 3-(1-benzyl-6-bromo-2-methyl-1H-indol-3-ylsulfanyl)-benzoic acid methyl ester and 3-pyridineboronic acid. Starting materials: crude product, COC(C1=C(C(=CC=C1)NC(=O)C=1N=CC2=CC=CC=C2C1)N)=O (2-amino-3-[(isoquinoline-3-carbonyl)-amino]-benzoic acid methyl ester), C(=O)(C)[O-].[NH4+] (AcONH4). The solvent is CC(=O)O (AcOH). Product: C1=NC(=CC2=CC=CC=C12)C1=NC2=C(N1)C=CC=C2C(=O)O (2-isoquinolin-3-yl-1H-benzoimidazole-4-carboxylic acid). Yield: 55.0%. As a reaction SMILES: C[O:2][C:3](=[O:24])[C:4]1[CH:9]=[CH:8][CH:7]=[C:6]([NH:10][C:11]([C:13]2[N:14]=[CH:15][C:16]3[C:21]([CH:22]=2)=[CH:20][CH:19]=[CH:18][CH:17]=3)=O)[C:5]=1[NH2:23].C([O-])(C)=O.[NH4+]>CC(O)=O>[CH:15]1[C:16]2[C:21](=[CH:20][CH:19]=[CH:18][CH:17]=2)[CH:22]=[C:13]([C:11]2[NH:10][C:6]3[CH:7]=[CH:8][CH:9]=[C:4]([C:3]([OH:2])=[O:24])[C:5]=3[N:23]=2)[N:14]=1 |f:1.2|. Procedure details: To a solution of the above crude product 2-amino-3-[(isoquinoline-3-carbonyl)-amino]-benzoic acid methyl ester in AcOH (25 mL) was added AcONH4 (16 g). The reaction mixture was refluxed for 3 h. After removal of AcOH under vacuum, the reaction mixture was washed with water (150 mL) The crude solid product 2-isoquinolin-3-yl-1H-benzoimidazole-4-carboxylic acid methyl ester was collected after filtration. LCMS: 304 (M+1)+. This product was hydrolyzed according to the general procedure C to provide... Starting materials: O=C([O-])O, CCN=C=NCCCN(C)C, CC1(c2cccc(NS(C)(=O)=O)c2)C2CNCC21, CN(C)C=O, Cl, Cl, [Na+], O, On1nnc2ccccc21, O=C(O)CCCc1ccccc1. The product is CC1(c2cccc(NS(C)(=O)=O)c2)C2CN(C(=O)CCCc3ccccc3)CC21. As a reaction SMILES: [C:55](=[O:56])([O-:57])[OH:58].[CH3:25][N:26]([CH3:27])[CH2:28][CH2:29][CH2:30][N:31]=[C:32]=[N:33][CH2:34][CH3:35].[CH3:37][C:38]1([c:44]2[cH:45][c:46]([NH:50][S:51](=[O:52])(=[O:53])[CH3:54])[cH:47][cH:48][cH:49]2)[CH:39]2[CH2:40][NH:41][CH2:42][CH:43]12.[CH3:60][N:61]([CH3:62])[CH:63]=[O:64].[ClH:24].[ClH:36].[Na+:59].[OH2:13].[OH:14][n:15]1[c:16]2[cH:17][cH:18][cH:19][cH:20][c:21]2[n:22][n:23]1.[c:1]1([CH2:7][CH2:8][CH2:9][C:10](=[O:11])[OH:12])[cH:2][cH:3][cH:4][cH:5][cH:6]1>>[c:1]1([CH2:7][CH2:8][CH2:9][C:10](=[O:12])[N:41]2[CH2:40][CH:39]3[C:38]([CH3:37])([c:44]4[cH:45][c:46]([NH:50][S:51](=[O:52])(=[O:53])[CH3:54])[cH:47][cH:48][cH:49]4)[CH:43]3[CH2:42]2)[cH:2][cH:3][cH:4][cH:5][cH:6]1. Reactants: FC1=C(C=C(C=C1)S(=O)(=O)CCC)C#C[Si](C)(C)C ({[2-Fluoro-5-(propylsulfonyl)phenyl]ethynyl}trimethyl silane), BrC1=C(C=CC(=C1)S(=O)(=O)C(C)C)Cl (2-bromo-1-chloro-4-(isopropylsulfonyl)benzene), BrC1=C(C=CC(=C1)S(=O)(=O)C(C)C)Cl (2-bromo-1-chloro-4-(isopropylsulfonyl)benzene), C(C)(C)(C)OC(COC1=C(C=C(C=C1)Cl)C#C)=O (tert-butyl(4-chloro-2-ethynylphenoxy)acetate), C(C)(C)(C)OC(COC1=C(C=C(C=C1)Cl)C#C)=O (tert-butyl(4-chloro-2-ethynylphenoxy)acetate). Product: C(C)(C)(C)OC(COC1=C(C=C(C=C1)Cl)C#CC1=C(C=CC(=C1)S(=O)(=O)C(C)C)Cl)=O (tert-butyl(4-chloro-2-{[2-chloro-5-(isopropylsulfonyl)phenyl]ethynyl}phenoxy)acetate). RXN SMILES: FC1C=CC(S(CCC)(=O)=O)=CC=1C#C[Si](C)(C)C.[C:20]([O:24][C:25](=[O:37])[CH2:26][O:27][C:28]1[CH:33]=[CH:32][C:31]([Cl:34])=[CH:30][C:29]=1[C:35]#[CH:36])([CH3:23])([CH3:22])[CH3:21].Br[C:39]1[CH:44]=[C:43]([S:45]([CH:48]([CH3:50])[CH3:49])(=[O:47])=[O:46])[CH:42]=[CH:41][C:40]=1[Cl:51]>>[C:20]([O:24][C:25](=[O:37])[CH2:26][O:27][C:28]1[CH:33]=[CH:32][C:31]([Cl:34])=[CH:30][C:29]=1[C:35]#[C:36][C:41]1[CH:42]=[C:43]([S:45]([CH:48]([CH3:49])[CH3:50])(=[O:46])=[O:47])[CH:44]=[CH:39][C:40]=1[Cl:51])([CH3:23])([CH3:22])[CH3:21]. Reported procedure: Following the general method as outlined in Intermediate 107, starting from (4-chloro-2-ethynyl-phenoxy)-acetic acid tert-butyl ester (Intermediate 3) and 2-bromo-1-chloro-4-(isopropylsulfonyl)benzene (Intermediate 129), the title compound was obtained as a white solid after purification by flash column chromatography (silica), eluting with cyclohexane containing increasing amounts of EtOAc. Reactants: ClC1=CC=C(NC=2SC3=C(C(N2)=O)C=CC=N3)C=C1 (2-(4-chloroanilino)-4H-pyrido[3,2-e]-1,3-thiazin-4-one), [H-].[Li+] (lithium hydride), C(C)I (ethyl iodide). The product is ClC1=CC=C(C=C1)N=C1SC2=C(C(N1CC)=O)C=CC=N2 (2-[(4-chlorophenyl)imino]-2,3-dihydro-3-ethyl-4H-pyrido[3,2-e]-1,3-thiazin-4-one). Isolated yield 58.4%. As a reaction SMILES: [Cl:1][C:2]1[CH:19]=[CH:18][C:5]([NH:6][C:7]2[S:8][C:9]3[N:17]=[CH:16][CH:15]=[CH:14][C:10]=3[C:11](=[O:13])[N:12]=2)=[CH:4][CH:3]=1.[H-].[Li+].[CH2:22](I)[CH3:23]>>[Cl:1][C:2]1[CH:19]=[CH:18][C:5]([N:6]=[C:7]2[N:12]([CH2:22][CH3:23])[C:11](=[O:13])[C:10]3[CH:14]=[CH:15][CH:16]=[N:17][C:9]=3[S:8]2)=[CH:4][CH:3]=1 |f:1.2|. Procedure details: The reaction procedure of Example 11 was followed except that 900 mg (3.11 mmol) of 2-(4-chloroanilino)-4H-pyrido[3,2-e]-1,3-thiazin-4-one, 25 mg of lithium hydride and 584 mg of ethyl iodide were used. The resulting residue was then purified through silica gel column chromatography (eluant: chloroform) to obtain 577 mg of 2-[(4-chlorophenyl)imino]-2,3-dihydro-3-ethyl-4H-pyrido[3,2-e]-1,3-thiazin-4-one (58%, recrystallized from a mixture of ether and hexane) as a low polarity substance and 61 mg... Reactants: CCOC(=O)N1CCC2C(C1)c1cccc3c1N2CC(C)N3C(=O)OCC, O=C1CCC(=O)N1Br, CN(C)C=O, O. Yields the product CCOC(=O)N1CCC2C(C1)c1cc(Br)cc3c1N2CC(C)N3C(=O)OCC. RXN SMILES: [CH3:1][CH:2]1[N:3]([C:23](=[O:24])[O:25][CH2:26][CH3:27])[c:4]2[cH:5][cH:6][cH:7][c:8]3[c:9]2[N:10]([CH2:11]1)[CH:12]1[CH:13]3[CH2:14][N:15]([C:18](=[O:19])[O:20][CH2:21][CH3:22])[CH2:16][CH2:17]1.[O:28]=[C:29]1[N:30]([Br:35])[C:31](=[O:32])[CH2:33][CH2:34]1.[O:36]=[CH:37][N:38]([CH3:39])[CH3:40].[OH2:41]>>[CH3:1][CH:2]1[N:3]([C:23](=[O:24])[O:25][CH2:26][CH3:27])[c:4]2[cH:5][c:6]([Br:35])[cH:7][c:8]3[c:9]2[N:10]([CH2:11]1)[CH:12]1[CH:13]3[CH2:14][N:15]([C:18](=[O:19])[O:20][CH2:21][CH3:22])[CH2:16][CH2:17]1. The reactants are FC1=CC=C(C=C1)C=1C(=NC=CN1)N1CCN(CC1)C(=O)C=1C=NN(C1)C(C)C ([3′-(4-fluorophenyl)-2,3,5,6-tetrahydro-[1,2′]bipyrazinyl-4-yl]-(1-isopropyl-1H-pyrazol-4-yl)-methanone), [Cl-].[NH4+] (ammonium chloride), base. The solvent is CO (methanol), CO (methanol). Reaction conditions: time 18 hour. The product is Cl.FC1=CC=C(C=C1)C=1C(=NC=CN1)N1CCN(CC1)CC=1C=NN(C1)C(C)C (3′-(4-Fluorophenyl)-4-(1-isopropyl-1H-pyrazol-4-ylmethyl)-3,4,5,6-tetrahydro-2H-[1,2′]bipyrazine hydrochloride). The yield is 98.5%. As a reaction SMILES: [F:1][C:2]1[CH:7]=[CH:6][C:5]([C:8]2[C:9]([N:14]3[CH2:19][CH2:18][N:17]([C:20]([C:22]4[CH:23]=[N:24][N:25]([CH:27]([CH3:29])[CH3:28])[CH:26]=4)=O)[CH2:16][CH2:15]3)=[N:10][CH:11]=[CH:12][N:13]=2)=[CH:4][CH:3]=1.[Cl-:30].[NH4+]>CO>[ClH:30].[F:1][C:2]1[CH:7]=[CH:6][C:5]([C:8]2[C:9]([N:14]3[CH2:19][CH2:18][N:17]([CH2:20][C:22]4[CH:23]=[N:24][N:25]([CH:27]([CH3:29])[CH3:28])[CH:26]=4)[CH2:16][CH2:15]3)=[N:10][CH:11]=[CH:12][N:13]=2)=[CH:4][CH:3]=1 |f:1.2,4.5|. Procedure: Prepare the title compound using the methods of Example 135 starting with [3′-(4-fluorophenyl)-2,3,5,6-tetrahydro-[1,2′]bipyrazinyl-4-yl]-(1-isopropyl-1H-pyrazol-4-yl)-methanone (94 mg, 47%). Dissolve the free base (0.087 g, 0.229 mmol) in methanol and add a solution of ammonium chloride (0.012 g, 0.229 mmol) in a minimal volume of methanol. Shake for 18 hr. at room temperature and concentrate to give the title compound (94 mg, 99%). MS (ES): m/z=381 [M+H]+.